Dataset: the Open Reaction Database (ORD), a public repository of structured organic reaction records. Task: describe an organic reaction: reactants, conditions, products, and yield Starting materials: NC(CN\C(=C/C(=O)OCC)\C1=C(C=CC=C1)OCCO)=O ((Z)-ethyl 3-((2-amino-2-oxoethyl)amino)-3-(2-(2-hydroxyethoxy)phenyl)acrylate), C[Si](C)(C)N=C=S (trimethylsilyl isothiocyanate), O (water). Run in O1CCCC1 (tetrahydrofuran). Run at temperature 80 celsius, time 18 hour. Product: OCCOC1=C(C=CC=C1)C1=CC(NC(N1CC(=O)N)=S)=O (2-(6-(2-(2-Hydroxyethoxy)phenyl)-4-oxo-2-thioxo-3,4-dihydropyrimidin-1(2H)-yl)acetamide). Yield: 31.6%. Reaction SMILES: [NH2:1][C:2](=[O:22])[CH2:3][NH:4]/[C:5](/[C:12]1[CH:17]=[CH:16][CH:15]=[CH:14][C:13]=1[O:18][CH2:19][CH2:20][OH:21])=[CH:6]\[C:7]([O:9]CC)=O.C[Si]([N:27]=[C:28]=[S:29])(C)C.O>O1CCCC1>[OH:21][CH2:20][CH2:19][O:18][C:13]1[CH:14]=[CH:15][CH:16]=[CH:17][C:12]=1[C:5]1[N:4]([CH2:3][C:2]([NH2:1])=[O:22])[C:28](=[S:29])[NH:27][C:7](=[O:9])[CH:6]=1. Procedure details: To a solution of (Z)-ethyl 3-((2-amino-2-oxoethyl)amino)-3-(2-(2-hydroxyethoxy)phenyl)acrylate (1.0 g, 3.25 mmol) in tetrahydrofuran (15 mL) was added trimethylsilyl isothiocyanate (1.7 g, 12.9 mmol), and the mixture was stirred at 80° C. for 18 hours. The reaction mixture was cooled to room temperature, poured into a flask containing water and extracted with CH2Cl2 (3×100 mL). The combined organic layers were dried and concentrated under reduced pressure to give a yellow solid, which was purifi... The reactants are COc1cc2nccc(Oc3ccc(N)c(C)c3C)c2cc1OC, CCN(C(C)C)C(C)C, ClC(Cl)Cl, O=C(OC(Cl)(Cl)Cl)OC(Cl)(Cl)Cl, CCc1nnc(N)s1, O. Product: CCc1nnc(NC(=O)Nc2ccc(Oc3ccnc4cc(OC)c(OC)cc34)c(C)c2C)s1. Reaction SMILES: [CH3:1][O:2][c:3]1[cH:4][c:5]2[c:6]([O:15][c:16]3[c:17]([CH3:24])[c:18]([CH3:23])[c:19]([NH2:20])[cH:21][cH:22]3)[cH:7][cH:8][n:9][c:10]2[cH:11][c:12]1[O:13][CH3:14].[CH:25]([N:26]([CH:27]([CH3:28])[CH3:29])[CH2:30][CH3:31])([CH3:32])[CH3:33].[CH:54]([Cl:55])([Cl:56])[Cl:57].[Cl:34][C:35]([Cl:36])([O:37][C:38]([O:39][C:40]([Cl:41])([Cl:42])[Cl:43])=[O:44])[Cl:45].[NH2:46][c:47]1[s:48][c:49]([CH2:52][CH3:53])[n:50][n:51]1.[OH2:58]>>[CH3:1][O:2][c:3]1[cH:4][c:5]2[c:6]([O:15][c:16]3[c:17]([CH3:24])[c:18]([CH3:23])[c:19]([NH:20][C:38](=[O:44])[NH:46][c:47]4[s:48][c:49]([CH2:52][CH3:53])[n:50][n:51]4)[cH:21][cH:22]3)[cH:7][cH:8][n:9][c:10]2[cH:11][c:12]1[O:13][CH3:14]. Product: COCc1c(C=NO)ncc2c1c1c(OCc3ccccc3)cccc1n2S(=O)(=O)c1ccc(C)cc1. RXN SMILES: [CH2:1]([c:2]1[cH:3][cH:4][cH:5][cH:6][cH:7]1)[O:8][c:9]1[c:10]2[c:11]3[c:12]([CH2:34][O:35][CH3:36])[c:13]([CH:32]=[O:33])[n:14][cH:15][c:16]3[n:17]([S:22](=[O:23])(=[O:24])[c:25]3[cH:26][cH:27][c:28]([CH3:29])[cH:30][cH:31]3)[c:18]2[cH:19][cH:20][cH:21]1.[CH3:40][CH2:41][OH:42].[ClH:37].[NH2:38][OH:39]>>[CH2:1]([c:2]1[cH:3][cH:4][cH:5][cH:6][cH:7]1)[O:8][c:9]1[c:10]2[c:11]3[c:12]([CH2:34][O:35][CH3:36])[c:13]([CH:32]=[N:38][OH:39])[n:14][cH:15][c:16]3[n:17]([S:22](=[O:23])(=[O:24])[c:25]3[cH:26][cH:27][c:28]([CH3:29])[cH:30][cH:31]3)[c:18]2[cH:19][cH:20][cH:21]1. The reactants are COCc1c(C=O)ncc2c1c1c(OCc3ccccc3)cccc1n2S(=O)(=O)c1ccc(C)cc1, CCO, Cl, NO. Reactants: CN1CCC(CC1)OC1=C(C=C(C=C1)[N+](=O)[O-])C(F)(F)F (4-(N-methylpiperidin-4-yl)oxy-3-trifluoromethyl-1-nitrobenzene), [H][H] (hydrogen). Solvent: CO (methanol), [Pd] (Pd/C). Product: CN1CCC(CC1)OC1=C(C=C(C=C1)N)C(F)(F)F (4-(N-methylpiperidin-4-yl)oxy-3-trifluoromethylbenzenamine). RXN SMILES: [CH3:1][N:2]1[CH2:7][CH2:6][CH:5]([O:8][C:9]2[CH:14]=[CH:13][C:12]([N+:15]([O-])=O)=[CH:11][C:10]=2[C:18]([F:21])([F:20])[F:19])[CH2:4][CH2:3]1.[H][H]>CO.[Pd]>[CH3:1][N:2]1[CH2:7][CH2:6][CH:5]([O:8][C:9]2[CH:14]=[CH:13][C:12]([NH2:15])=[CH:11][C:10]=2[C:18]([F:19])([F:20])[F:21])[CH2:4][CH2:3]1. Procedure details: 4-(N-methylpiperidin-4-yl)oxy-3-trifluoromethyl-1-nitrobenzene was dissolved in methanol in the presence of Pd/C. The solution was hydrogenated at 50 psi for 1 hour until hydrogen intake was completed. The catalyst was filtered off and the filtrate was concentrated to afford 4-(N-methylpiperidin-4-yl)oxy-3-trifluoromethylbenzenamine, >95%. The reactants are CN1C=CC2=CC=C(C=C12)C(=O)O (1-methyl-1H-indole-6-carboxylic acid), Cl.C(C)N=C=NCCCN(C)C (1-ethyl-3-(3-dimethylaminopropyl)carbodiimide hydrochloride), C(C)O (Ethanol). The reagents and catalysts are CN(C1=CC=NC=C1)C (4-dimethylaminopyridine). The solvent is C(Cl)Cl (methylene chloride), C(Cl)Cl (methylene chloride). Reaction conditions: time 15 hour. Product: C(C)OC(=O)C1=CC=C2C=CN(C2=C1)C (1-methyl-1H-indole-6-carboxylic acid ethyl ester). The yield is 88.6%. Reaction SMILES: [CH3:1][N:2]1[C:10]2[C:5](=[CH:6][CH:7]=[C:8]([C:11]([OH:13])=[O:12])[CH:9]=2)[CH:4]=[CH:3]1.Cl.[CH2:15](N=C=NCCCN(C)C)[CH3:16].C(O)C>C(Cl)Cl.CN(C)C1C=CN=CC=1>[CH2:15]([O:12][C:11]([C:8]1[CH:9]=[C:10]2[C:5]([CH:4]=[CH:3][N:2]2[CH3:1])=[CH:6][CH:7]=1)=[O:13])[CH3:16] |f:1.2|. Procedure details: A solution of 1.05 g (6.0 mmol) of 1-methyl-1H-indole-6-carboxylic acid in 15 mL of methylene chloride was added to a stirring solution of 1.905 g (10 mmole) of 1-ethyl-3-(3-dimethylaminopropyl)carbodiimide hydrochloride, 1.20 g (10 mmole) of 4-dimethylaminopyridine in 20 mL of methylene chloride at room temperature. Ethanol was added and the reaction stirred for 15 h. The reaction mixture was extracted with ethyl acetate, the organic phase was washed with brine and dried on anhydrous magnesium ... Starting materials: CCO, CC(=O)c1c(OCC=C(C)C)ccc2c(=O)c(C)c(-c3ccccc3)oc12, O=Cc1ccc(Cl)cc1, [K+], [OH-], O. RXN SMILES: [CH3:39][CH2:40][OH:41].[CH3:3][C:4](=[CH:5][CH2:6][O:7][c:8]1[cH:9][cH:10][c:11]2[c:12](=[O:28])[c:13]([CH3:27])[c:14](-[c:21]3[cH:22][cH:23][cH:24][cH:25][cH:26]3)[o:15][c:16]2[c:17]1[C:18]([CH3:19])=[O:20])[CH3:29].[Cl:30][c:31]1[cH:32][cH:33][c:34]([CH:35]=[O:36])[cH:37][cH:38]1.[K+:2].[OH-:1].[OH2:42]>>[CH3:3][C:4](=[CH:5][CH2:6][O:7][c:8]1[cH:9][cH:10][c:11]2[c:12](=[O:28])[c:13]([CH3:27])[c:14](-[c:21]3[cH:22][cH:23][cH:24][cH:25][cH:26]3)[o:15][c:16]2[c:17]1[C:18]([CH:19]=[CH:35][c:34]1[cH:33][cH:32][c:31]([Cl:30])[cH:38][cH:37]1)=[O:20])[CH3:29]. The product is CC(C)=CCOc1ccc2c(=O)c(C)c(-c3ccccc3)oc2c1C(=O)C=Cc1ccc(Cl)cc1. Reported procedure: The compound was prepared from 4-chloro-6-methyl-2-(methylthio)-5-pyrimidinecarbonitrile and N-(3-aminophenyl)-1-pyrrolidinecarboxamide following a procedure similar to that described for Intermediate 23. The product is C(#N)C=1C(=NC(=NC1C)SC)NC=1C=C(C=CC1)NC(=O)N1CCCC1 (N-(3-{[5-cyano-6-methyl-2-(methylthio)-4-pyrimidinyl]amino}phenyl)-1-pyrrolidinecarboxamide). Reaction SMILES: Cl[C:2]1[C:7]([C:8]#[N:9])=[C:6]([CH3:10])[N:5]=[C:4]([S:11][CH3:12])[N:3]=1.[NH2:13][C:14]1[CH:15]=[C:16]([NH:20][C:21]([N:23]2[CH2:27][CH2:26][CH2:25][CH2:24]2)=[O:22])[CH:17]=[CH:18][CH:19]=1>>[C:8]([C:7]1[C:2]([NH:13][C:14]2[CH:15]=[C:16]([NH:20][C:21]([N:23]3[CH2:27][CH2:26][CH2:25][CH2:24]3)=[O:22])[CH:17]=[CH:18][CH:19]=2)=[N:3][C:4]([S:11][CH3:12])=[N:5][C:6]=1[CH3:10])#[N:9]. Reactants: ClC1=NC(=NC(=C1C#N)C)SC (4-chloro-6-methyl-2-(methylthio)-5-pyrimidinecarbonitrile), NC=1C=C(C=CC1)NC(=O)N1CCCC1 (N-(3-aminophenyl)-1-pyrrolidinecarboxamide), Intermediate 23. Starting materials: CCSSCC, CC(C)(C)ON=O, Cn1nc(-c2c(Cl)cc(Cl)c3nc(N)sc23)c(Cl)c1OC(F)F. Yields the product CCSc1nc2c(Cl)cc(Cl)c(-c3nn(C)c(OC(F)F)c3Cl)c2s1. RXN SMILES: [CH2:24]([CH3:25])[S:26][S:27][CH2:28][CH3:29].[N:30]([O:31][C:32]([CH3:33])([CH3:34])[CH3:35])=[O:36].[NH2:1][c:2]1[s:3][c:4]2[c:5]([n:6]1)[c:7]([Cl:23])[cH:8][c:9]([Cl:22])[c:10]2-[c:11]1[n:12][n:13]([CH3:21])[c:14]([O:17][CH:18]([F:19])[F:20])[c:15]1[Cl:16]>>[c:2]1([S:26][CH2:24][CH3:25])[s:3][c:4]2[c:5]([n:6]1)[c:7]([Cl:23])[cH:8][c:9]([Cl:22])[c:10]2-[c:11]1[n:12][n:13]([CH3:21])[c:14]([O:17][CH:18]([F:19])[F:20])[c:15]1[Cl:16].